From a dataset of the Open Reaction Database (ORD), a public repository of structured organic reaction records. describe an organic reaction: reactants, conditions, products, and yield Reactants: O.C(C)(=O)N(CC(=O)O)CC(=O)O (N-acetyliminodiacetic acid monohydrate), P(O)(O)O (phosphorous acid), O.C=1(C(=CC=CC1)S(=O)(=O)O)C (toluenesulfonic acid monohydrate), C=O (formaldehyde). Solvent: O (water). Run at temperature 120 celsius. Yields the product P(=O)(O)(O)CN(CC(=O)O)CC(=O)O (N-(phosphonomethyl)iminodiacetic acid). Yield: 72.7%. RXN SMILES: O.[C:2]([N:5]([CH2:10][C:11]([OH:13])=[O:12])[CH2:6][C:7]([OH:9])=[O:8])(=O)C.[P:14]([OH:17])([OH:16])[OH:15].O.C1(C)C(S(O)(=O)=O)=CC=CC=1.C=O>O>[P:14]([CH2:2][N:5]([CH2:10][C:11]([OH:13])=[O:12])[CH2:6][C:7]([OH:9])=[O:8])([OH:17])([OH:16])=[O:15] |f:0.1,3.4|. Procedure details: A pressure reactor was charged with N-acetyliminodiacetic acid monohydrate (19.3 g), water (16.6 g), phosphorous acid (9.8 g) and toluenesulfonic acid monohydrate (35.2 g). The mixture was heated to 120° C. and 47% formaldehyde (5.8 mL) was added drop wise over a 3/4 hour period. After another 3/4 hour at 120° C. the mixture was cooled. The mixture was filtered and the solid was washed with water to give 16.5 g of N-(phosphonomethyl)iminodiacetic acid.